From a dataset of the Open Reaction Database (ORD), a public repository of structured organic reaction records. describe an organic reaction: reactants, conditions, products, and yield Reactants: Cc1ccc(S(=O)(=O)OCC2COCCO2)cc1, Cc1ccc(S(=O)(=O)OCC2COCCO2)cc1, O=C1Nc2ccccc2C12COc1cc3c(cc12)OCC3, O=C1Nc2ccccc2C12COc1cc3c(cc12)OCO3. The product is O=C1N(CC2COCCO2)c2ccccc2C12COc1cc3c(cc12)OCC3. Reaction SMILES: [CH3:43][c:44]1[cH:45][cH:46][c:47]([S:48]([O:49][CH2:54][CH:55]2[O:56][CH2:57][CH2:58][O:59][CH2:60]2)(=[O:50])=[O:51])[cH:52][cH:53]1.[CH3:61][c:62]1[cH:63][cH:64][c:65]([S:66]([O:67][CH2:68][CH:69]2[CH2:70][O:71][CH2:72][CH2:73][O:74]2)(=[O:75])=[O:76])[cH:77][cH:78]1.[NH:1]1[C:2](=[O:21])[C:3]2([c:4]3[c:5]([cH:8][c:9]4[c:10]([cH:14]3)[O:11][CH2:12][CH2:13]4)[O:6][CH2:7]2)[c:15]2[cH:16][cH:17][cH:18][cH:19][c:20]21.[NH:22]1[c:23]2[c:24]([cH:25][cH:26][cH:27][cH:28]2)[C:29]2([c:30]3[cH:31][c:32]4[c:36]([cH:37][c:38]3[O:39][CH2:40]2)[O:35][CH2:34][O:33]4)[C:41]1=[O:42]>>[N:1]1([CH2:54][CH:55]2[O:56][CH2:57][CH2:58][O:59][CH2:60]2)[C:2](=[O:21])[C:3]2([c:4]3[c:5]([cH:8][c:9]4[c:10]([cH:14]3)[O:11][CH2:12][CH2:13]4)[O:6][CH2:7]2)[c:15]2[cH:16][cH:17][cH:18][cH:19][c:20]21.